Dataset: the Open Reaction Database (ORD), a public repository of structured organic reaction records. Task: describe an organic reaction: reactants, conditions, products, and yield The reactants are BrC=1C(=NC(=NC1)NCCN1C(NC(C1(C)C)=O)=O)C=1SC(=CC1)Cl (1-{2-[5-bromo-4-(5-chlorothiophen-2-yl)pyrimidin-2-ylamino]ethyl}-5,5-dimethylimidazolidine-2,4-dione), C(N)(=O)C=1C=C(C=CC1)B(O)O (3-carbamoylphenylboronic acid). Product: ClC1=CC=C(S1)C1=NC(=NC=C1C=1C=C(C(=O)N)C=CC1)NCCN1C(NC(C1(C)C)=O)=O (3-{4-(5-Chlorothiophen-2-yl)-2-[2-(5,5-dimethyl-2,4-dioxoimidazolidin-1-yl)ethylamino]pyrimidin-5-yl}benzamide). Reaction SMILES: Br[C:2]1[C:3]([C:20]2[S:21][C:22]([Cl:25])=[CH:23][CH:24]=2)=[N:4][C:5]([NH:8][CH2:9][CH2:10][N:11]2[C:15]([CH3:17])([CH3:16])[C:14](=[O:18])[NH:13][C:12]2=[O:19])=[N:6][CH:7]=1.[C:26]([C:29]1[CH:30]=[C:31](B(O)O)[CH:32]=[CH:33][CH:34]=1)(=[O:28])[NH2:27]>>[Cl:25][C:22]1[S:21][C:20]([C:3]2[C:2]([C:33]3[CH:34]=[C:29]([CH:30]=[CH:31][CH:32]=3)[C:26]([NH2:27])=[O:28])=[CH:7][N:6]=[C:5]([NH:8][CH2:9][CH2:10][N:11]3[C:15]([CH3:17])([CH3:16])[C:14](=[O:18])[NH:13][C:12]3=[O:19])[N:4]=2)=[CH:24][CH:23]=1. Reported procedure: The title compound was prepared from 1-{2-[5-bromo-4-(5-chlorothiophen-2-yl)pyrimidin-2-ylamino]ethyl}-5,5-dimethylimidazolidine-2,4-dione and 3-carbamoylphenylboronic acid in a manner analogous to Example 269. MS (M+H)+ 485. The reactants are O=C([O-])O, COc1cccc2[nH]ccc(=O)c12, [Na+], CN(C)C=O, O, BrP(Br)Br. Yields the product COc1cccc2nccc(Br)c12. As a reaction SMILES: [C:19](=[O:20])([OH:21])[O-:22].[CH3:1][O:2][c:3]1[c:4]2[c:5](=[O:13])[cH:6][cH:7][nH:8][c:9]2[cH:10][cH:11][cH:12]1.[Na+:23].[O:24]=[CH:25][N:26]([CH3:27])[CH3:28].[OH2:18].[P:14]([Br:15])([Br:16])[Br:17]>>[CH3:1][O:2][c:3]1[c:4]2[c:5]([Br:15])[cH:6][cH:7][n:8][c:9]2[cH:10][cH:11][cH:12]1.